The task is: describe an organic reaction: reactants, conditions, products, and yield. This data is from the Open Reaction Database (ORD), a public repository of structured organic reaction records. Starting materials: B, C1CCOC1, C1CCOC1, N#CCC(O)c1ccccc1. Yields the product NCCC(O)c1ccccc1. Reaction SMILES: [BH3:12].[CH2:13]1[O:14][CH2:15][CH2:16][CH2:17]1.[CH2:18]1[O:19][CH2:20][CH2:21][CH2:22]1.[c:1]1([CH:7]([CH2:8][C:9]#[N:10])[OH:11])[cH:2][cH:3][cH:4][cH:5][cH:6]1>>[c:1]1([CH:7]([CH2:8][CH2:9][NH2:10])[OH:11])[cH:2][cH:3][cH:4][cH:5][cH:6]1.